The task is: describe an organic reaction: reactants, conditions, products, and yield. This data is from the Open Reaction Database (ORD), a public repository of structured organic reaction records. Product: CCNC(=O)C1OC(n2cnc3c(NCC(c4ccccc4)c4ccccc4)nc(C(=O)NCCNC(=O)NCCN(C(C)C)C4CCCCC4)nc32)C(O)C1O. RXN SMILES: [CH:43]1([N:49]([CH2:50][CH2:51][NH:52][C:53](=[O:54])[n:55]2[cH:56][cH:57][n:58][cH:59]2)[CH:60]([CH3:61])[CH3:62])[CH2:44][CH2:45][CH2:46][CH2:47][CH2:48]1.[NH2:1][CH2:2][CH2:3][NH:4][C:5](=[O:6])[c:7]1[n:8][c:9]([NH:28][CH2:29][CH:30]([c:31]2[cH:32][cH:33][cH:34][cH:35][cH:36]2)[c:37]2[cH:38][cH:39][cH:40][cH:41][cH:42]2)[c:10]2[n:11][cH:12][n:13]([CH:16]3[O:17][CH:18]([C:23](=[O:24])[NH:25][CH2:26][CH3:27])[CH:19]([OH:22])[CH:20]3[OH:21])[c:14]2[n:15]1>>[NH:1]([CH2:2][CH2:3][NH:4][C:5](=[O:6])[c:7]1[n:8][c:9]([NH:28][CH2:29][CH:30]([c:31]2[cH:32][cH:33][cH:34][cH:35][cH:36]2)[c:37]2[cH:38][cH:39][cH:40][cH:41][cH:42]2)[c:10]2[n:11][cH:12][n:13]([CH:16]3[O:17][CH:18]([C:23](=[O:24])[NH:25][CH2:26][CH3:27])[CH:19]([OH:22])[CH:20]3[OH:21])[c:14]2[n:15]1)[C:53]([NH:52][CH2:51][CH2:50][N:49]([CH:43]1[CH2:44][CH2:45][CH2:46][CH2:47][CH2:48]1)[CH:60]([CH3:61])[CH3:62])=[O:54]. The reactants are CC(C)N(CCNC(=O)n1ccnc1)C1CCCCC1, CCNC(=O)C1OC(n2cnc3c(NCC(c4ccccc4)c4ccccc4)nc(C(=O)NCCN)nc32)C(O)C1O. The reactants are Cl (HCl), C1(CC1)N1C=C(C(C2=CC(=C(C(=C12)F)F)F)=O)C(=O)OCC (ethyl 1-cyclopropyl-6,7,8-trifluoro-1,4-dihydro-4-oxo-3-quinoline-carboxylate), C(#N)CC(=O)OCC (ethyl cyanoacetate), [H-].[Na+] (NaH). Solvent: O (water), O1CCOCC1 (dioxane). Yields the product C(#N)C(C1=C(C=C2C(C(=CN(C2=C1F)C1CC1)C(=O)OCC)=O)F)C(=O)OCC (Ethyl 7-(cyano-ethoxycarbonyl-methyl)-1-cyclopropyl-6,8-difluoro-1,4-dihydro-4-oxo-3-quinoline-carboxylate). As a reaction SMILES: [CH:1]1([N:4]2[C:13]3[C:8](=[CH:9][C:10]([F:16])=[C:11](F)[C:12]=3[F:14])[C:7](=[O:17])[C:6]([C:18]([O:20][CH2:21][CH3:22])=[O:19])=[CH:5]2)[CH2:3][CH2:2]1.[C:23]([CH2:25][C:26]([O:28][CH2:29][CH3:30])=[O:27])#[N:24].[H-].[Na+].Cl>O.O1CCOCC1>[C:23]([CH:25]([C:26]([O:28][CH2:29][CH3:30])=[O:27])[C:11]1[C:12]([F:14])=[C:13]2[C:8]([C:7](=[O:17])[C:6]([C:18]([O:20][CH2:21][CH3:22])=[O:19])=[CH:5][N:4]2[CH:1]2[CH2:2][CH2:3]2)=[CH:9][C:10]=1[F:16])#[N:24] |f:2.3|. Procedure: 86.2 g of ethyl 1-cyclopropyl-6,7,8-trifluoro-1,4-dihydro-4-oxo-3-quinoline-carboxylate and 63.3 g of ethyl cyanoacetate are initially introduced into 1,000 ml of dioxane. 15.8 g of NaH are added in portions. The mixture is then heated to reflux for 4 hours. The completeness of the reaction is checked using thin-layer chromatography. After completion of the reaction, water is added dropwise. The mixture is then rendered acidic using dilute HCl and extracted using methylene chloride. The organic ... Starting materials: CC(N)C(N)(c1ccc(F)cc1)c1ccc(F)nc1, O=C(O)c1ccc(=O)n(C(F)F)c1. The product is CC1NC(c2ccc(=O)n(C(F)F)c2)=NC1(c1ccc(F)cc1)c1ccc(F)nc1. As a reaction SMILES: [F:1][c:2]1[cH:3][cH:4][c:5]([C:8]([CH:9]([CH3:10])[NH2:11])([NH2:12])[c:13]2[cH:14][n:15][c:16]([F:19])[cH:17][cH:18]2)[cH:6][cH:7]1.[F:20][CH:21]([n:22]1[c:23](=[O:31])[cH:24][cH:25][c:26]([C:28]([OH:29])=[O:30])[cH:27]1)[F:32]>>[F:1][c:2]1[cH:3][cH:4][c:5]([C:8]2([c:13]3[cH:14][n:15][c:16]([F:19])[cH:17][cH:18]3)[CH:9]([CH3:10])[NH:11][C:28]([c:26]3[cH:25][cH:24][c:23](=[O:31])[n:22]([CH:21]([F:20])[F:32])[cH:27]3)=[N:12]2)[cH:6][cH:7]1. The reactants are C1(=CC=CC=C1)C1=CC=2N(C=C1)C(=CN2)C=O (7-phenylimidazo[1,2-a]pyridine-3-carbaldehyde), S(=O)(=O)(C1=CC=C(C)C=C1)C[N+]#[C-] (tosylmethyl isocyanide), C(=O)([O-])[O-].[K+].[K+] (K2CO3). Run in CO (MeOH). Yields the product O1C=NC=C1C1=CN=C2N1C=CC(=C2)C2=CC=CC=C2 (3-(1,3-oxazol-5-yl)-7-phenylimidazo[1,2-a]pyridine). As a reaction SMILES: [C:1]1([C:7]2[CH:12]=[CH:11][N:10]3[C:13]([CH:16]=[O:17])=[CH:14][N:15]=[C:9]3[CH:8]=2)[CH:6]=[CH:5][CH:4]=[CH:3][CH:2]=1.S([CH2:28][N+:29]#[C-:30])(C1C=CC(C)=CC=1)(=O)=O.C([O-])([O-])=O.[K+].[K+]>CO>[O:17]1[C:16]([C:13]2[N:10]3[CH:11]=[CH:12][C:7]([C:1]4[CH:2]=[CH:3][CH:4]=[CH:5][CH:6]=4)=[CH:8][C:9]3=[N:15][CH:14]=2)=[CH:30][N:29]=[CH:28]1 |f:2.3.4|. Procedure: 7-Phenylimidazo[1,2-a]pyridine-3-carbaldehyde (7-1, 0.030 g, 0.14 mmol), tosylmethyl isocyanide (0.032 g, 0.16 mmol) and K2CO3 (0.022 g, 0.16 mmol) were dissolved in 1 ml MeOH and the resulting solution was heated to reflux. After 4 h the reaction was quenched by the addition of water. The resulting mixture was extracted 3× with EtOAc, and the combined extracts were dried over Na2SO4, filtered and concentrated. The residue was purified by flash column chromatography, eluting with a gradient of D... As a reaction SMILES: [CH2:1]([CH2:2][CH2:3][CH2:4][CH2:5][CH2:6][CH2:7][CH3:8])[O:9][N:10]1[C:11]([CH3:22])([CH3:23])[CH2:12][CH:13]([NH:18][C:19](=[O:20])[CH3:21])[CH2:14][C:15]1([CH3:16])[CH3:17].[ClH:24]>>[CH2:1]([CH2:2][CH2:3][CH2:4][CH2:5][CH2:6][CH2:7][CH3:8])[O:9][N:10]1[C:11]([CH3:22])([CH3:23])[CH2:12][CH:13]([NH2:18])[CH2:14][C:15]1([CH3:16])[CH3:17]. Product: CCCCCCCCON1C(C)(C)CC(N)CC1(C)C. The reactants are CCCCCCCCON1C(C)(C)CC(NC(C)=O)CC1(C)C, Cl.